The task is: describe an organic reaction: reactants, conditions, products, and yield. This data is from the Open Reaction Database (ORD), a public repository of structured organic reaction records. Reactants: ClCCl, C[Si](C)(C)I, COC(=O)C(CCN1C(=O)c2ccccc2C1=O)Oc1c(Br)cc(-c2ccc(-c3c(Cc4ccccc4)sc4ccccc34)cc2)cc1Br, O. Yields the product O=C(O)C(CCN1C(=O)c2ccccc2C1=O)Oc1c(Br)cc(-c2ccc(-c3c(Cc4ccccc4)sc4ccccc34)cc2)cc1Br. RXN SMILES: [CH2:55]([Cl:56])[Cl:57].[CH3:1][Si:2]([I:3])([CH3:4])[CH3:5].[CH3:6][O:7][C:8]([CH:9]([CH2:10][CH2:11][N:12]1[C:13](=[O:22])[c:14]2[cH:15][cH:16][cH:17][cH:18][c:19]2[C:20]1=[O:21])[O:23][c:24]1[c:25]([Br:53])[cH:26][c:27](-[c:31]2[cH:32][cH:33][c:34](-[c:37]3[c:38]4[c:39]([s:40][c:41]3[CH2:42][c:43]3[cH:44][cH:45][cH:46][cH:47][cH:48]3)[cH:49][cH:50][cH:51][cH:52]4)[cH:35][cH:36]2)[cH:28][c:29]1[Br:30])=[O:54].[OH2:58]>>[O:7]=[C:8]([CH:9]([CH2:10][CH2:11][N:12]1[C:13](=[O:22])[c:14]2[cH:15][cH:16][cH:17][cH:18][c:19]2[C:20]1=[O:21])[O:23][c:24]1[c:25]([Br:53])[cH:26][c:27](-[c:31]2[cH:32][cH:33][c:34](-[c:37]3[c:38]4[c:39]([s:40][c:41]3[CH2:42][c:43]3[cH:44][cH:45][cH:46][cH:47][cH:48]3)[cH:49][cH:50][cH:51][cH:52]4)[cH:35][cH:36]2)[cH:28][c:29]1[Br:30])[OH:54]. Reactants: C(C1=CC=CC=C1)(=O)OCC1=C(C=CC(=C1)CNC=1C=C(C(=CC1)C)C1=C(C=C(C=C1)C(CC)=O)C)COC(C1=CC=CC=C1)=O (2-benzoyloxymethyl-5-[(6,2′-dimethyl-4′-propionylbiphenyl-3-ylamino)methyl]benzyl benzoate). The solvent is C([O-])([O-])=O.[K+].[K+] (potassium carbonate). Conditions: time 1 hour. The product is OCC=1C=C(CNC=2C=CC(=C(C2)C2=C(C=C(C=C2)C(CC)=O)C)C)C=CC1CO (1-{5′-[3,4-Bis(hydroxymethyl)benzylamino]-2,2′-dimethylbiphenyl-4-yl}-1-propanone). RXN SMILES: C([O:9][CH2:10][C:11]1[CH:16]=[C:15]([CH2:17][NH:18][C:19]2[CH:20]=[C:21]([C:26]3[CH:31]=[CH:30][C:29]([C:32](=[O:35])[CH2:33][CH3:34])=[CH:28][C:27]=3[CH3:36])[C:22]([CH3:25])=[CH:23][CH:24]=2)[CH:14]=[CH:13][C:12]=1[CH2:37][O:38]C(=O)C1C=CC=CC=1)(=O)C1C=CC=CC=1>C(=O)([O-])[O-].[K+].[K+]>[OH:9][CH2:10][C:11]1[CH:16]=[C:15]([CH:14]=[CH:13][C:12]=1[CH2:37][OH:38])[CH2:17][NH:18][C:19]1[CH:24]=[CH:23][C:22]([CH3:25])=[C:21]([C:26]2[CH:31]=[CH:30][C:29]([C:32](=[O:35])[CH2:33][CH3:34])=[CH:28][C:27]=2[CH3:36])[CH:20]=1 |f:1.2.3|. Reported procedure: 800 mg (1.3 mmol) of 2-benzoyloxymethyl-5-[(6,2′-dimethyl-4′-propionylbiphenyl-3-ylamino)methyl]benzyl benzoate are dissolved in methanolic 2% potassium carbonate solution and the medium is stirred for 1 hour. After water/dichloromethane extraction, the residue obtained is purified by chromatography on silica gel (eluent: 30 heptane/70 ethyl acetate). A yellow oil is obtained (m=470 mg, Y=88%). The reactants are BrBr (bromine), CN1N=C(C=C1C)C(F)(F)F (1,5-dimethyl-3-trifluoromethyl-1H-pyrazole), C(C)(=O)[O-].[Na+] (sodium acetate). Conditions: time 4 day. Product: BrC=1C(=NN(C1C)C)C(F)(F)F (4-bromo-1,5-dimethyl-3-(trifluoromethyl)-1H-pyrazole). The yield is 79.5%. As a reaction SMILES: [Br:1]Br.[CH3:3][N:4]1[C:8]([CH3:9])=[CH:7][C:6]([C:10]([F:13])([F:12])[F:11])=[N:5]1.C([O-])(=O)C.[Na+]>>[Br:1][C:7]1[C:6]([C:10]([F:12])([F:11])[F:13])=[N:5][N:4]([CH3:3])[C:8]=1[CH3:9] |f:2.3|. Reported procedure: A total of 61.9 g (388 mmol) of bromine are added dropwise at 0° C. within 2.5 h to a suspension of 60 g (366 mmol) of 1,5-dimethyl-3-trifluoromethyl-1H-pyrazole and 30.0 g (366 mmol) of anhydrous sodium acetate in 600 ml of CHC13. On completion of addition, the mixture is allowed to come to 20° C. and is stirred for a further 4 d. After the end of the reaction, the mixture is washed with 30% NaHCO3 solution, the aqueous phase is further extracted twice using 200 ml of CHC13 each time and the co...